This data is from the Open Reaction Database (ORD), a public repository of structured organic reaction records. The task is: describe an organic reaction: reactants, conditions, products, and yield The reactants are CS(C)=O, O=C(NCC(CCOC1CCCCO1)c1ccc(Cl)c(Cl)c1)c1ccccc1, CI, [K+], [OH-], O. The product is CNC(=O)c1ccccc1. RXN SMILES: [CH3:33][S:34](=[O:35])[CH3:36].[Cl:1][c:2]1[cH:3][c:4]([CH:5]([CH2:6][CH2:7][O:8][CH:9]2[CH2:20][CH2:21][CH2:22][CH2:23][O:24]2)[CH2:10][NH:11][C:12]([c:13]2[cH:14][cH:15][cH:16][cH:17][cH:18]2)=[O:19])[cH:25][cH:26][c:27]1[Cl:28].[I:31][CH3:32].[K+:30].[OH-:29].[OH2:37]>>[CH3:10][NH:11][C:12]([c:13]1[cH:14][cH:15][cH:16][cH:17][cH:18]1)=[O:19]. Reactants: C(Cl)C1CO1 (epichlorohydrin), amide, ClC=1C=C(C=CC1Cl)CC#N (3,4-Dichlorophenyl acetonitrile), amide, ClCCl.CCCCCC (dichloromethane hexane). Solvent: O1CCCC1 (tetrahydrofuran), O1CCCC1 (tetrahydrofuran). Conditions: temperature -25 celsius. The product is ClC=1C=C(C=CC1Cl)[C@@]1(C(C1)CO)C#N ((1R)-1-(3,4-Dichlorophenyl)-2-hydroxymethyl-cyclopropanecarbonitrile). The yield is 407.9%. RXN SMILES: [Cl:1][C:2]1[CH:3]=[C:4]([CH2:9][C:10]#[N:11])[CH:5]=[CH:6][C:7]=1[Cl:8].[CH2:12]([CH:14]1[O:16][CH2:15]1)Cl.ClCCl.CCCCCC>O1CCCC1>[Cl:1][C:2]1[CH:3]=[C:4]([C@@:9]2([C:10]#[N:11])[CH2:12][CH:14]2[CH2:15][OH:16])[CH:5]=[CH:6][C:7]=1[Cl:8] |f:2.3|. Procedure details: 3,4-Dichlorophenyl acetonitrile (3 g, 1.6 mmole) was dissolved in dry tetrahydrofuran (THF, 25 mL) under nitrogen atmosphere. The solution was cooled to −25° C. Soda amide (0.6235, 1.6 mmol) was added portion wise maintaining the temperature of the reaction mass −25° C. The reaction mixture was allowed to warm to room temperature and maintained for 2 hours. It was then cooled to −25° C. A solution of S-(+) epichlorohydrin (1.49 g, 1.6 mmol) in tetrahydrofuran (5 mL) was added drop wise at −25° C... The solvent is C1CCOC1 (THF), C1CCOC1 (THF), CCCCCC (hexane), C1CCOC1 (THF). Product: COC(=O)C12CCC(CC1)(CC2)C(=O)OC (Bicyclo[2.2.2]octane-1,4-dicarboxylic acid dimethyl ester). Reactants: C(C)(C)NC(C)C (diisopropylamine), CN(C)P(=O)(N(C)C)N(C)C (HMPA), BrCCCl (1-bromo-2-chloroethane), [Li+].CC(C)[N-]C(C)C (LDA), C(CCC)[Li] (n-butyl lithium), CN(C)P(=O)(N(C)C)N(C)C (HMPA), C1(CCC(CC1)C(=O)OC)C(=O)OC (dimethyl cyclohexane-1,4-dicarboxylate). Reported procedure: To a stirred solution of diisopropylamine (84.5 ml, 600 mmol) in THF (anhydrous, 700 ml) cooled to −30° C. under nitrogen is added n-butyl lithium (2.5 M in hexane, 220 ml, 550 mmol) by a syringe. The misture is stirred for 30 min at −30° C. and then cooled to −78° C. HMPA (360 ml, 4 equivalents, 2 mol) is added by a syringe and a dolution of dimethyl cyclohexane-1,4-dicarboxylate (100 g, 500 mmol) in THF (anhydrous, 100 ml is added by a syringe subsequently. The mixture is stirred for an additi... Conditions: temperature -30 celsius, time 30 minute. Reaction SMILES: [CH:1](NC(C)C)(C)[CH3:2].C([Li])CCC.CN(P(N(C)C)(N(C)C)=O)C.[CH:24]1([C:34]([O:36][CH3:37])=[O:35])[CH2:29][CH2:28][CH:27]([C:30]([O:32][CH3:33])=[O:31])[CH2:26][CH2:25]1.BrCCCl.[Li+].CC([N-]C(C)C)C>C1COCC1.CCCCCC>[CH3:37][O:36][C:34]([C:24]12[CH2:2][CH2:1][C:27]([C:30]([O:32][CH3:33])=[O:31])([CH2:26][CH2:25]1)[CH2:28][CH2:29]2)=[O:35] |f:5.6|. Reactants: ClC(=O)[O-] (chloroformate), ClC(C(=O)OCC(OC(C(Cl)(Cl)Cl)=O)CO)(Cl)Cl (glycerol di(trichloroacetate)), monosuccinimide, reaction mixture, [OH-].[Na+] (NaOH), CC(=C)CC1CC(=O)OC1=O (polyisobutenyl succinic anhydride), NCCNCCNCCNCCN (tetraethylene pentaamine). The solvent is C1(=CC=CC=C1)C (toluene), C1(=CC=CC=C1)C (toluene), CCCCCC (hexane). Run at temperature -2 celsius, time 40 minute. Product: C(N)(OCCC(O)O)=O (dihydroxypropyl carbamate), monosuccinimide. RXN SMILES: Cl[C:2]([O-:4])=[O:3].ClC(Cl)(Cl)C(OCC(CO)OC(=O)C(Cl)(Cl)Cl)=O.CC([CH2:26][CH:27]1[C:32](=[O:33])[O:31]C(=O)C1)=C.[NH2:34]CCNCCNCCNCCN.[OH-].[Na+]>C1(C)C=CC=CC=1.CCCCCC>[C:2](=[O:3])([O:4][CH2:26][CH2:27][CH:32]([OH:33])[OH:31])[NH2:34] |f:4.5|. Procedure: The chloroformate of glycerol di(trichloroacetate), 42.3 g, is dissolved in 200 ml toluene. 300 g of a monosuccinimide dispersant composition (prepared by reacting 1 mole of polyisobutenyl succinic anhydride, where the polyisobutenyl group has a number average molecular weight of about 950, with 0.87 mole of tetraethylene pentaamine then diluting to about 50% actives in diluent oil) is dissolved in 200 ml toluene. Both solutions are cooled to below 0° C. (approximately -2° C.) using a salt ice-w... The reactants are NC1=C(C=CC=C1)S (2-aminothiophenol), [OH-].[Na+] (sodium hydroxide), BrCC(=C)C1=CC=CC=C1 (1-bromo-2phenyl-2-propene). The solvent is C(C)O (ethanol). Conditions: temperature 60 celsius, time 3 hour. Product: C1(=CC=CC=C1)C(CSC1=C(C=CC=C1)N)=C (2-[(2-phenyl-2-propenyl)thio]benzenamine). The yield is 60.2%. Reaction SMILES: [NH2:1][C:2]1[CH:7]=[CH:6][CH:5]=[CH:4][C:3]=1[SH:8].[OH-].[Na+].Br[CH2:12][C:13]([C:15]1[CH:20]=[CH:19][CH:18]=[CH:17][CH:16]=1)=[CH2:14]>C(O)C>[C:15]1([C:13](=[CH2:12])[CH2:14][S:8][C:3]2[CH:4]=[CH:5][CH:6]=[CH:7][C:2]=2[NH2:1])[CH:20]=[CH:19][CH:18]=[CH:17][CH:16]=1 |f:1.2|. Procedure details: The compound, 2-aminothiophenol, (12.5 g) was added to a solution of sodium hydroxide (4.5 g) in ethanol (100 ml) keeping the temperature less than 30° C. Then 1-bromo-2phenyl-2-propene (21 g) was added and the mixture was stirred at 60° C. for 3 h. The precipitated solid was filtered and washed with ethanol. The solvent was removed and the residue was chromatographed on silica gel with hexanes/ethyl acetate (7:1) to yield the title compound (14.5 g). As an oil. Starting materials: CC1=C(C(=O)O)C(c2cccc(Cl)c2)NC(=O)N1, NCCCN1CCOCC1, CN(C)C=O. The product is CC1=C(C(=O)NCCCN2CCOCC2)C(c2cccc(Cl)c2)NC(=O)N1. As a reaction SMILES: [Cl:1][c:2]1[cH:3][c:4]([CH:8]2[NH:9][C:10](=[O:18])[NH:11][C:12]([CH3:17])=[C:13]2[C:14](=[O:15])[OH:16])[cH:5][cH:6][cH:7]1.[NH2:19][CH2:20][CH2:21][CH2:22][N:23]1[CH2:24][CH2:25][O:26][CH2:27][CH2:28]1.[O:29]=[CH:30][N:31]([CH3:32])[CH3:33]>>[Cl:1][c:2]1[cH:3][c:4]([CH:8]2[NH:9][C:10](=[O:18])[NH:11][C:12]([CH3:17])=[C:13]2[C:14](=[O:16])[NH:19][CH2:20][CH2:21][CH2:22][N:23]2[CH2:24][CH2:25][O:26][CH2:27][CH2:28]2)[cH:5][cH:6][cH:7]1. The reactants are OCC=1C=CC(=C(OC=2C=C(C#N)C=CC2)C1)OC (3-(5-Hydroxymethyl-2-methoxy-phenoxy)-benzonitrile), N1=CC=CC=C1 (pyridine), ClC(=O)OC (methyl chloroformate). Run in O1CCCC1 (tetrahydrofuran). Yields the product COC(OCC1=CC(=C(C=C1)OC)OC1=CC(=CC=C1)C#N)=O (Carbonic acid 3-(3-cyano-phenoxy)-4-methoxy-benzyl ester methyl ester). Isolated yield 94.5%. RXN SMILES: [OH:1][CH2:2][C:3]1[CH:4]=[CH:5][C:6]([O:18][CH3:19])=[C:7]([CH:17]=1)[O:8][C:9]1[CH:10]=[C:11]([CH:14]=[CH:15][CH:16]=1)[C:12]#[N:13].N1C=CC=CC=1.Cl[C:27]([O:29][CH3:30])=[O:28]>O1CCCC1>[CH3:30][O:29][C:27](=[O:28])[O:1][CH2:2][C:3]1[CH:4]=[CH:5][C:6]([O:18][CH3:19])=[C:7]([O:8][C:9]2[CH:16]=[CH:15][CH:14]=[C:11]([C:12]#[N:13])[CH:10]=2)[CH:17]=1. Reported procedure: In an 40 mL vial equipped with a stir bar was placed (17) (940 mg, 3.68 mmol), anhydrous tetrahydrofuran (18 mL) and pyridine (774 μL, 9.57 mmol). The resulting clear solution was cooled in an ice water bath for 10 minutes and then methyl chloroformate (626 μL, 8.10 mmol) was added and reaction mixture was slowly warmed to room temperature and reacted for 16 hours. The reaction was concentrated by a stream of nitrogen followed by treatment with water (50 mL) and 1M HCl (40 mL). The aqueous porti... Procedure: 2-iodo-3-methylbenzoic acid (595 mg, 2.27 mmol) was dissolved in DCM/MeOH=1/1 (5 ml) at 0° C., then TMS-CH2N2 (2M in Et2O, 1.4 ml, 2.8 mmol) was added. After 1.5 hours at RT solvents were evaporated. Yield 630 mg yellow oil. Product: IC1=C(C(=O)OC)C=CC=C1C (methyl 2-iodo-3-methylbenzoate). RXN SMILES: [I:1][C:2]1[C:10]([CH3:11])=[CH:9][CH:8]=[CH:7][C:3]=1[C:4]([OH:6])=[O:5].[CH2:12](Cl)Cl.CO>>[I:1][C:2]1[C:10]([CH3:11])=[CH:9][CH:8]=[CH:7][C:3]=1[C:4]([O:6][CH3:12])=[O:5] |f:1.2|. Starting materials: IC1=C(C(=O)O)C=CC=C1C (2-iodo-3-methylbenzoic acid), C(Cl)Cl.CO (DCM MeOH), TMS-CH2N2. Solvent: 1/1.